Task: describe an organic reaction: reactants, conditions, products, and yield. Dataset: the Open Reaction Database (ORD), a public repository of structured organic reaction records Starting materials: NCC1(CCN(CC1)C(=O)OCC)O (ethyl 4-aminomethyl-4-hydroxypiperidine-1-carboxylate), Cl (hydrochloric acid). Yields the product Cl.Cl.NCC1(CCNCC1)O (4-Aminomethyl-4-hydroxypiperidine dihydrochloride). RXN SMILES: [NH2:1][CH2:2][C:3]1([OH:14])[CH2:8][CH2:7][N:6](C(OCC)=O)[CH2:5][CH2:4]1.[ClH:15]>>[ClH:15].[ClH:15].[NH2:1][CH2:2][C:3]1([OH:14])[CH2:8][CH2:7][NH:6][CH2:5][CH2:4]1 |f:2.3.4|. Procedure: 1 g (4.9 mmol) of ethyl 4-aminomethyl-4-hydroxypiperidine-1-carboxylate is heated overnight under reflux with 10 ml of concentrated hydrochloric acid. The product is concentrated, and the crystals are triturated with acetone, filtered off with suction and dried in a vacuum desiccator over P4O10. Starting materials: Cc1cc([N+](=O)[O-])ccc1N=C1NC(CC(C)C)CS1, CCCCC(I)CC. The product is CCCCC(CC)N1C(=Nc2ccc([N+](=O)[O-])cc2C)SCC1CC(C)C. As a reaction SMILES: [CH3:1][c:2]1[c:3]([N:11]=[C:12]2[S:13][CH2:14][CH:15]([CH2:17][CH:18]([CH3:19])[CH3:20])[NH:16]2)[cH:4][cH:5][c:6]([N+:8](=[O:9])[O-:10])[cH:7]1.[I:21][CH:22]([CH2:23][CH2:24][CH2:25][CH3:26])[CH2:27][CH3:28]>>[CH3:1][c:2]1[c:3]([N:11]=[C:12]2[S:13][CH2:14][CH:15]([CH2:17][CH:18]([CH3:19])[CH3:20])[N:16]2[CH:22]([CH2:23][CH2:24][CH2:25][CH3:26])[CH2:27][CH3:28])[cH:4][cH:5][c:6]([N+:8](=[O:9])[O-:10])[cH:7]1. Reactants: P([O-])([O-])=O (phosphonate), C(C)(C)[N-]C(C)C.[Li+] (lithium diisopropylamide), O1CCCC1 (tetrahydrofuran), ClC1=C(C=CC=C1)C1(CC1)C=O (1-(2-chlorophenyl)-1-cyclopropane carbaldehyde), O1CCCC1 (tetrahydrofuran), O (water). Reaction conditions: temperature 0 celsius, time 24 hour. The product is C(C)OC(C(=CC1(CC1)C1=C(C=CC=C1)Cl)OCC)=O (2-Ethoxy-3-[1-(2-chlorophenyl)-1-cyclopropyl]-acrylic acid ethyl ester). As a reaction SMILES: P(=O)([O-])[O-:2].C([N-][CH:9]([CH3:11])C)(C)C.[Li+].[Cl:13][C:14]1[CH:19]=[CH:18][CH:17]=[CH:16][C:15]=1[C:20]1([CH:23]=O)[CH2:22][CH2:21]1.[OH2:25].[O:26]1[CH2:30][CH2:29][CH2:28][CH2:27]1>>[CH2:9]([O:25][C:28](=[O:2])[C:27]([O:26][CH2:30][CH3:29])=[CH:23][C:20]1([C:15]2[CH:16]=[CH:17][CH:18]=[CH:19][C:14]=2[Cl:13])[CH2:21][CH2:22]1)[CH3:11] |f:1.2|. Procedure details: 14.3 g of phosphonate in 40 ml of tetrahydrofuran is mixed at 0° C. with 29 ml of lithium diisopropylamide. It is stirred for 20 more minutes at 0° C. 9.7 g of 1-(2-chlorophenyl)-1-cyclopropane carbaldehyde in 40 ml of tetrahydrofuran is added in drops. After 24 hours at room temperature, it is mixed with water, extracted with ethyl acetate, ethyl acetate solution is washed with water and dried (Na2SO4). After concentration by evaporation, 15.5 g of the product is obtained.